This data is from the Open Reaction Database (ORD), a public repository of structured organic reaction records. The task is: describe an organic reaction: reactants, conditions, products, and yield The reactants are C(C)(=O)OCC (ethyl acetate), C(C)(=O)OCC (ethyl acetate), ClC1=CC=C(C(C#N)N(C(C(F)(F)F)=O)C)C=C1 (N-(p-chloro-α-cyanobenzyl)-2,2,2-trifluoro-N-methylacetamide), tetrafluoroboric acid-diethyl, ClC(C#N)=C (2-chloroacrylonitrile). The solvent is CCCCCCC (heptane), C1(=CC=CC=C1)C (toluene). Conditions: temperature 60 celsius, time 2.25 hour. Yields the product ClC1=CC=C(C=C1)C=1N(C(=CC1C#N)C(F)(F)F)C (2-(p-Chlorophenyl)-1-methyl-5-(trifluoromethyl) pyrrole-3-carbonitrile). Yield: 22.0%. RXN SMILES: [Cl:1][C:2]1[CH:18]=[CH:17][C:5]([CH:6]([N:9]([CH3:16])[C:10](=O)[C:11]([F:14])([F:13])[F:12])[C:7]#N)=[CH:4][CH:3]=1.ClC(=C)[C:21]#[N:22].[C:24](OCC)(=O)C>C1(C)C=CC=CC=1.CCCCCCC>[Cl:1][C:2]1[CH:3]=[CH:4][C:5]([C:6]2[N:9]([CH3:16])[C:10]([C:11]([F:12])([F:13])[F:14])=[CH:24][C:7]=2[C:21]#[N:22])=[CH:17][CH:18]=1. Reported procedure: A solution of N-(p-chloro-α-cyanobenzyl)-2,2,2-trifluoro-N-methylacetamide (13.8 g, 0.05 mol) in toluene is treated with tetrafluoroboric acid-diethyl etherate (10.5 g as is, 8.9 g real, 0.055 mol) at room temperature, heated to 60° C., treated with 2-chloroacrylonitrile (6.9 g, 0.075 mol) over a 25 minute period, held for 2 to 2.5 hours at 60° C., cooled and treated with ethyl acetate. The resultant solution is washed with water and concentrated to give a waxy residue. Flash column chromatograp... The reagents and catalysts are Cl (HCl). Yields the product ClC1=C(C(=O)C=2C=C(C=CC2C)N2N=NC(=C2)C(=O)O)C=CC(=C1)NC1=C(C=C(C=C1)F)F (1-{3-[2-Chloro-4-(2,4-difluoro-phenylamino)-benzoyl]-4-methyl-phenyl}-1H-[1,2,3]triazole-4-carboxylic acid). Procedure: A suspension of compound 132 (100 mg, 0.21 mmol) in MeOH (5.0 mL) was added H2O (0.6 mL) and LiOH (25 mg, 1.0 mmol) and the resulting reaction mixture was refluxed for 1 h. EtOAc was added to the reaction and pH adjuste to 1-2 with concentrated HCl (37%, 6 drops). The organic phase was separated and the aqueous layer was extracted with more EtOAc. The organic phases were collected and washed with water, brine, dried (MgSO4), filtered and concentrated in vacuo to give the title compound as white ... As a reaction SMILES: C[O:2][C:3]([C:5]1[N:6]=[N:7][N:8]([C:10]2[CH:15]=[CH:14][C:13]([CH3:16])=[C:12]([C:17](=[O:34])[C:18]3[CH:23]=[CH:22][C:21]([NH:24][C:25]4[CH:30]=[CH:29][C:28]([F:31])=[CH:27][C:26]=4[F:32])=[CH:20][C:19]=3[Cl:33])[CH:11]=2)[CH:9]=1)=[O:4].O.[Li+].[OH-].CCOC(C)=O>CO.Cl>[Cl:33][C:19]1[CH:20]=[C:21]([NH:24][C:25]2[CH:30]=[CH:29][C:28]([F:31])=[CH:27][C:26]=2[F:32])[CH:22]=[CH:23][C:18]=1[C:17]([C:12]1[CH:11]=[C:10]([N:8]2[CH:9]=[C:5]([C:3]([OH:4])=[O:2])[N:6]=[N:7]2)[CH:15]=[CH:14][C:13]=1[CH3:16])=[O:34] |f:2.3|. Reactants: CCOC(=O)C (EtOAc), O (H2O), [Li+].[OH-] (LiOH), COC(=O)C=1N=NN(C1)C1=CC(=C(C=C1)C)C(C1=C(C=C(C=C1)NC1=C(C=C(C=C1)F)F)Cl)=O (1-{3-[2-Chloro-4-(2,4-difluoro-phenylamino)-benzoyl]-4-methyl-phenyl}-1H-[1,2,3]triazole-4-carboxylic acid methyl ester). Run in CO (MeOH).